This data is from the Open Reaction Database (ORD), a public repository of structured organic reaction records. The task is: describe an organic reaction: reactants, conditions, products, and yield Reactants: CN1CC2=C(NC=3C=CC(=CC23)C)CC1 (2,3,4,5-tetrahydro-2,8-dimethyl-1H-pyrido[4,3-b]indole), FC(N1C(C=CC(=C1)C=C)=O)(F)F (1-(trifluoromethyl)-5-vinylpyridin-2(1H)-one), [OH-].[K+] (KOH). The solvent is CN1CCCC1=O (NMP). Yields the product FC(N1C(C=CC(=C1)CCN1C2=C(C=3C=C(C=CC13)C)CN(CC2)C)=O)(F)F (1-(trifluoromethyl)-5-(2-(1,2,3,4-tetrahydro-2,8-dimethylpyrido[4,3-b]indol-5-yl)ethyl)pyridin-2(1H)-one). Reaction SMILES: [CH3:1][N:2]1[CH2:15][CH2:14][C:5]2[NH:6][C:7]3[CH:8]=[CH:9][C:10]([CH3:13])=[CH:11][C:12]=3[C:4]=2[CH2:3]1.[F:16][C:17]([F:28])([F:27])[N:18]1[CH:23]=[C:22]([CH:24]=[CH2:25])[CH:21]=[CH:20][C:19]1=[O:26].[OH-].[K+]>CN1C(=O)CCC1>[F:27][C:17]([F:16])([F:28])[N:18]1[CH:23]=[C:22]([CH2:24][CH2:25][N:6]2[C:7]3[CH:8]=[CH:9][C:10]([CH3:13])=[CH:11][C:12]=3[C:4]3[CH2:3][N:2]([CH3:1])[CH2:15][CH2:14][C:5]2=3)[CH:21]=[CH:20][C:19]1=[O:26] |f:2.3|. Procedure: The title compound is prepared from a mixture of 2,3,4,5-tetrahydro-2,8-dimethyl-1H-pyrido[4,3-b]indole, 1-(trifluoromethyl)-5-vinylpyridin-2(1H)-one and KOH (5-7 equiv) in NMP at a temperature ranging between 25 deg C. to 100 deg C. The product obtained is isolated by preparative HPLC. Reactants: [OH-].[K+] (KOH), FC([C@@](CC)(O)C1=CN=C(S1)S)(F)F ((2R)-1,1,1-trifluoro-2-(2-mercapto-1,3-thiazol-5-yl)butan-2-ol), BrC1=CC=C2C(=CC(OC2=C1)=O)C=1C=NC=CC1 (7-bromo-4-pyridin-3-yl-2H-chromen-2-one). Run in CO (MeOH), CN1CCCC1=O (NMP). Run at temperature 120 celsius, time 16 hour. The product is OCC[C@H](C(F)(F)F)C1=CN=C(S1)SC1=CC=C2C(=CC(OC2=C1)=O)C=1C=NC=CC1 (7-({5-[(1R)-Hydroxy-1-(trifluoromethyl)propyl]-1,3-thiazol-2-yl}thio)-4-pyridin-3-yl-2H-chromen-2-one). Reaction SMILES: [OH-:1].[K+].[F:3][C:4]([F:16])([F:15])[C@:5]([C:9]1[S:13][C:12]([SH:14])=[N:11][CH:10]=1)(O)[CH2:6][CH3:7].Br[C:18]1[CH:27]=[C:26]2[C:21]([C:22]([C:29]3[CH:30]=[N:31][CH:32]=[CH:33][CH:34]=3)=[CH:23][C:24](=[O:28])[O:25]2)=[CH:20][CH:19]=1>CO.CN1C(=O)CCC1>[OH:1][CH2:7][CH2:6][C@@H:5]([C:9]1[S:13][C:12]([S:14][C:18]2[CH:27]=[C:26]3[C:21]([C:22]([C:29]4[CH:30]=[N:31][CH:32]=[CH:33][CH:34]=4)=[CH:23][C:24](=[O:28])[O:25]3)=[CH:20][CH:19]=2)=[N:11][CH:10]=1)[C:4]([F:16])([F:15])[F:3] |f:0.1|. Procedure: KOH (0.223 g, 3.97 mmol) was added to a solution of (2R)-1,1,1-trifluoro-2-(2-mercapto-1,3-thiazol-5-yl)butan-2-ol (0.966 g, 3.97 mmol) in dry MeOH. When a solution was obtained, the reaction mixture was concentrated to dryness. Dry toluene was then added and the mixture was concentrated to dryness again. The residue was dissolved with 7-bromo-4-pyridin-3-yl-2H-chromen-2-one (1.0 g, 3.31 mmol) in NMP, and the resulting mixture was stirred at 120° C. for 16 h. Once cooled, the mixture was directl... The reactants are [H-], CI, [Na+], CN(C)C=O, COC(=O)c1ccc2[nH]ncc2c1. The product is COC(=O)c1ccc2c(cnn2C)c1. RXN SMILES: [H-:2].[I:16][CH3:17].[Na+:1].[O:18]=[CH:19][N:20]([CH3:21])[CH3:22].[nH:3]1[n:4][cH:5][c:6]2[cH:7][c:8]([C:12](=[O:13])[O:14][CH3:15])[cH:9][cH:10][c:11]12>>[n:3]1([CH3:17])[n:4][cH:5][c:6]2[cH:7][c:8]([C:12](=[O:13])[O:14][CH3:15])[cH:9][cH:10][c:11]12. The reactants are C(C)(C)(C)OC(=O)N1CC=2NC3=CC=CC=C3C2CC1 (2-t-butoxycarbonyl-2,3,4,9-tetrahydro-1H-pyrido[3,4-b]indole), [H-].[Na+] (sodium hydride), CI (methyl iodide). Run in CN(C)C=O (DMF). Conditions: time 30 minute. The product is C(C)(C)(C)OC(=O)N1CC=2N(C3=CC=CC=C3C2CC1)C (2-t-Butoxycarbonyl-9-methyl-2,3,4,9-tetrahydro-1H-pyrido[3,4-b]indole). Yield: 63.5%. As a reaction SMILES: [H-].[Na+].[C:3]([O:7][C:8]([N:10]1[CH2:22][CH2:21][C:20]2[C:19]3[C:14](=[CH:15][CH:16]=[CH:17][CH:18]=3)[NH:13][C:12]=2[CH2:11]1)=[O:9])([CH3:6])([CH3:5])[CH3:4].[CH3:23]I>CN(C=O)C>[C:3]([O:7][C:8]([N:10]1[CH2:22][CH2:21][C:20]2[C:19]3[C:14](=[CH:15][CH:16]=[CH:17][CH:18]=3)[N:13]([CH3:23])[C:12]=2[CH2:11]1)=[O:9])([CH3:6])([CH3:4])[CH3:5] |f:0.1|. Reported procedure: A 66 mg (1.65 mmol) portion of sodium hydride was added to 10 ml of DMF solution containing 300 mg (1.10 mmol) of 2-t-butoxycarbonyl-2,3,4,9-tetrahydro-1H-pyrido[3,4-b]indole and stirred at room temperature for 30 minutes, and then 103 μl (1.65 mmol) of methyl iodide were added thereto and stirred overnight at room temperature. The reaction solution was extracted with ethyl acetate and washed with water. After drying (Na2SO4), the solvent was removed by evaporation under a reduced pressure and t... Yields the product C(C)N1C(N(C=2C1=NC1=CC=CC=C1N2)CC)=CC#C (1,3-Diethyl-2,3-dihydro-(2-propynylidene)-1H-imidazo[4,5-b]quinoxaline). Conditions: time 1 minute. Solvent: C(C)#N (acetonitrile). Reactants: Cl(=O)(=O)(=O)[O-].ClC(CC1N(C=2C(=NC3=CC=CC=C3N2)[NH+]1CC)CC)=C (2-(2-Chloro-2-propenyl)-1,3-diethyl-1H-imidazo[4,5-b]quinoxalinium perchlorate). Procedure details: A mixture of 2-(2-Chloro-2-propenyl)-1,3-diethyl-1H-imidazo[4,5-b]quinoxalinium perchlorate 2.00 g (0.005 mole) and dry acetonitrile (20 ml) is stirred astriethylamine (1.50 g) is added in one portion to give a clear solution from which solid soon begins to separate. After 1 minute, the solid is collected, washed with several small portions of acetonitrile and dried invacuum at room temperature. Yield 0.63 g (48%). m.w. 264. The elemental analysis, infrared and nuclear magnetic resonance spectra... As a reaction SMILES: Cl([O-])(=O)(=O)=O.Cl[C:7](=[CH2:26])[CH2:8][CH:9]1[NH+:21]([CH2:22][CH3:23])[C:12]2=[N:13][C:14]3[C:19]([N:20]=[C:11]2[N:10]1[CH2:24][CH3:25])=[CH:18][CH:17]=[CH:16][CH:15]=3>C(#N)C>[CH2:24]([N:10]1[C:11]2=[N:20][C:19]3[C:14]([N:13]=[C:12]2[N:21]([CH2:22][CH3:23])[C:9]1=[CH:8][C:7]#[CH:26])=[CH:15][CH:16]=[CH:17][CH:18]=3)[CH3:25] |f:0.1|.